describe an organic reaction: reactants, conditions, products, and yield From a dataset of the Open Reaction Database (ORD), a public repository of structured organic reaction records. Reactants: BrCC(O)C1=CC=C(C=C1)C (2-bromo-1-(4-methylphenyl)ethanol), [S-]C#N.[Na+] (sodium thiocyanate), COC([C@@H](N)CC1=CC=C(C=C1)O)=O ((S)-tyrosine methyl ester). The solvent is C(C)O (ethanol), C(C)O (ethanol). Conditions: time 12 hour. Product: CC1=CC=C(C=C1)C=1N=C(SC1)N[C@H](C(=O)OC)CC1=CC=C(C=C1)O (Methyl (2S)-2-{[4-(4-methylphenyl)-1,3-thiazol-2-yl]amino}-3-(4-hydroxyphenyl)propionate). RXN SMILES: Br[CH2:2][CH:3]([C:5]1[CH:10]=[CH:9][C:8]([CH3:11])=[CH:7][CH:6]=1)O.[S-:12][C:13]#[N:14].[Na+].[CH3:16][O:17][C:18](=[O:29])[C@H:19]([CH2:21][C:22]1[CH:27]=[CH:26][C:25]([OH:28])=[CH:24][CH:23]=1)[NH2:20]>C(O)C>[CH3:11][C:8]1[CH:9]=[CH:10][C:5]([C:3]2[N:14]=[C:13]([NH:20][C@@H:19]([CH2:21][C:22]3[CH:23]=[CH:24][C:25]([OH:28])=[CH:26][CH:27]=3)[C:18]([O:17][CH3:16])=[O:29])[S:12][CH:2]=2)=[CH:6][CH:7]=1 |f:1.2|. Procedure: 21.2 g (0.1 mol) of 2-bromo-1-(4-methylphenyl)ethanol and 8.66 g (0.107 mol) of dry sodium thiocyanate in ethanol (200 ml) were stirred for 3 h at 50° C. The solution of 19.51 g (0.1 mol) of (S)-tyrosine methyl ester in ethanol (100 ml) was then added in one portion and the reaction mixture was stirred for 12 h. After removing ethanol by distillation, water and ethyl acetate were added. Aqueous phase was extracted twice with ethyl acetate, combined organic phases were dried over sodium sulfate a...